From a dataset of the Open Reaction Database (ORD), a public repository of structured organic reaction records. describe an organic reaction: reactants, conditions, products, and yield Reactants: C(C1=CC=CC=C1)OC(NC=1C(NC(=CC1)C1=C(C=CC=C1)Cl)=O)=O ([6-(2-chloro-phenyl)-2-oxo-1,2-dihydro-pyridin-3-yl]-carbamic acid benzyl ester), [H-].[Na+] (NaH), ICC(=O)NCCC1=CC=CC=C1 (2-iodo-N-phenethyl-acetamide). The solvent is CN(C)C=O (DMF). Run at temperature 0 celsius, time 30 minute. The product is C(C1=CC=CC=C1)OC(NC=1C(N(C(=CC1)C1=C(C=CC=C1)Cl)CC(NCCC1=CC=CC=C1)=O)=O)=O ([6-(2-Chloro-phenyl)-2-oxo-1-(phenethylcarbamoyl-methyl)-1,2-dihydro-pyridin-3-yl]-carbamic acid benzyl ester). Isolated yield 19.6%. Reaction SMILES: [H-].[Na+].[CH2:3]([O:10][C:11](=[O:27])[NH:12][C:13]1[C:14](=[O:26])[NH:15][C:16]([C:19]2[CH:24]=[CH:23][CH:22]=[CH:21][C:20]=2[Cl:25])=[CH:17][CH:18]=1)[C:4]1[CH:9]=[CH:8][CH:7]=[CH:6][CH:5]=1.I[CH2:29][C:30]([NH:32][CH2:33][CH2:34][C:35]1[CH:40]=[CH:39][CH:38]=[CH:37][CH:36]=1)=[O:31]>CN(C=O)C>[CH2:3]([O:10][C:11](=[O:27])[NH:12][C:13]1[C:14](=[O:26])[N:15]([CH2:29][C:30](=[O:31])[NH:32][CH2:33][CH2:34][C:35]2[CH:40]=[CH:39][CH:38]=[CH:37][CH:36]=2)[C:16]([C:19]2[CH:24]=[CH:23][CH:22]=[CH:21][C:20]=2[Cl:25])=[CH:17][CH:18]=1)[C:4]1[CH:9]=[CH:8][CH:7]=[CH:6][CH:5]=1 |f:0.1|. Reported procedure: To a suspension of NaH (60% in mineral oil, 287 mg, 7.17 mmol, 1.2 eq.) in anhydrous DMF (12 mL) is added [6-(2-chloro-phenyl)-2-oxo-1,2-dihydro-pyridin-3-yl]-carbamic acid benzyl ester (15A) (Bernstein, P. R. et. al., J. Med. Chem., vol. 37, p 3313-3326 (1994)) (2.121 g, 5.98 mmol). After being stirred for 30 minutes, the orange solution is cooled to 0° C. and 2-iodo-N-phenethyl-acetamide (1.902 g, 6.58 mmol, 1.1 eq.) is added. The mixture is stirred at room temperature for 3 hours and is quenc... The reactants are CCNCCc1cccc([N+](=O)[O-])c1, CO, Cl. Product: CCNCCc1cccc(N)c1, Cl. Reaction SMILES: [CH2:2]([CH3:3])[NH:4][CH2:5][CH2:6][c:7]1[cH:8][c:9]([N+:13]([O-:14])=[O:15])[cH:10][cH:11][cH:12]1.[CH3:16][OH:17].[ClH:1]>>[CH2:2]([CH3:3])[NH:4][CH2:5][CH2:6][c:7]1[cH:8][c:9]([NH2:13])[cH:10][cH:11][cH:12]1.[ClH:1]. Reactants: CN(CC1CC(=O)c2ccc(S(=O)(=O)c3ccccc3)cc2O1)C(=O)OC(C)(C)C, CO. Yields the product CN(CC1CC(O)c2ccc(S(=O)(=O)c3ccccc3)cc2O1)C(=O)OC(C)(C)C. As a reaction SMILES: [C:1]([CH3:2])([CH3:3])([CH3:4])[O:5][C:6]([N:7]([CH3:8])[CH2:9][CH:10]1[O:11][c:12]2[cH:13][c:14]([S:21](=[O:22])(=[O:23])[c:24]3[cH:25][cH:26][cH:27][cH:28][cH:29]3)[cH:15][cH:16][c:17]2[C:18](=[O:20])[CH2:19]1)=[O:30].[CH3:31][OH:32]>>[C:1]([CH3:2])([CH3:3])([CH3:4])[O:5][C:6]([N:7]([CH3:8])[CH2:9][CH:10]1[O:11][c:12]2[cH:13][c:14]([S:21](=[O:22])(=[O:23])[c:24]3[cH:25][cH:26][cH:27][cH:28][cH:29]3)[cH:15][cH:16][c:17]2[CH:18]([OH:20])[CH2:19]1)=[O:30]. The reactants are BrC1=C(C=C2C=NN(C2=C1)CC(C)C)OC1=C(C=C(C=C1)F)F (6-Bromo-5-(2,4-difluorophenoxy)-1-isobutyl-1H-indazole), BrC1=C(C=C2C=NN(C2=C1)CC(C)C)OC1=C(C=C(C=C1)F)F (6-Bromo-5-(2,4-difluorophenoxy)-1-isobutyl-1H-indazole), COB(OC)OC (Trimethylborate), [OH-].[Na+] (NaOH), OO (H2O2), [OH-].[Na+] (NaOH), [OH-].[Na+] (NaOH), C(CCC)[Li] (n-Butyl lithium), OO (H2O2). Solvent: CCOCC (ether), O (Water), CCOCC (ether), O (water). Conditions: time 30 minute. The product is FC1=C(OC=2C=C3C=NN(C3=CC2O)CC(C)C)C=CC(=C1)F (5-(2,4-Difluorophenoxy)-1-isobutyl-1H-indazol-6-ol). Isolated yield 41.0%. As a reaction SMILES: Br[C:2]1[CH:10]=[C:9]2[C:5]([CH:6]=[N:7][N:8]2[CH2:11][CH:12]([CH3:14])[CH3:13])=[CH:4][C:3]=1[O:15][C:16]1[CH:21]=[CH:20][C:19]([F:22])=[CH:18][C:17]=1[F:23].C([Li])CCC.C[O:30]B(OC)OC.[OH-].[Na+].OO>CCOCC.O>[F:23][C:17]1[CH:18]=[C:19]([F:22])[CH:20]=[CH:21][C:16]=1[O:15][C:3]1[CH:4]=[C:5]2[C:9](=[CH:10][C:2]=1[OH:30])[N:8]([CH2:11][CH:12]([CH3:14])[CH3:13])[N:7]=[CH:6]2 |f:3.4|. Procedure details: (15d; prepared according to Example 110, Steps A-E: 6-Bromo-5-(2,4-difluorophenoxy)-1-isobutyl-1H-indazole (1.36 g, 3.6 mmol) was dissolved in dry ether (17.5 mL) and cooled to −78° C. n-Butyl lithium (1.7 mL of 2.5 M in hexane) was added dropwise over 10 minutes and the mixture was stirred for 30 minutes. Trimethylborate (6 mL, 53.5 mmol) was added drop-wise over 10 minutes and the reaction mixture was allowed to warm to room temperature and stir for 18 hours. The mixture was cooled to −10° C. ... The reactants are C1CCC2=NCCCN2CC1, COCCOC, Cl, NCCNS(=O)(=O)c1ccccc1, CS(=O)c1nc(N)nc(-c2ccco2)c1C#N. Product: N#Cc1c(NCCNS(=O)(=O)c2ccccc2)nc(N)nc1-c1ccco1. RXN SMILES: [CH2:32]1[CH2:33][CH2:34][C:35]2=[N:40][CH2:39][CH2:38][CH2:37][N:36]2[CH2:41][CH2:42]1.[CH3:43][O:44][CH2:45][CH2:46][O:47][CH3:48].[ClH:18].[NH2:19][CH2:20][CH2:21][NH:22][S:23](=[O:24])(=[O:25])[c:26]1[cH:27][cH:28][cH:29][cH:30][cH:31]1.[NH2:1][c:2]1[n:3][c:4]([S:15]([CH3:16])=[O:17])[c:5]([C:13]#[N:14])[c:6](-[c:8]2[o:9][cH:10][cH:11][cH:12]2)[n:7]1>>[NH2:1][c:2]1[n:3][c:4]([NH:19][CH2:20][CH2:21][NH:22][S:23](=[O:24])(=[O:25])[c:26]2[cH:27][cH:28][cH:29][cH:30][cH:31]2)[c:5]([C:13]#[N:14])[c:6](-[c:8]2[o:9][cH:10][cH:11][cH:12]2)[n:7]1. The product is CCOC(=O)Cc1csc(NS(=O)(=O)c2cc(OC)ccc2OC)n1. The reactants are COc1ccc(OC)c(S(=O)(=O)Cl)c1, CCOC(=O)Cc1csc(N)n1. Reaction SMILES: [CH3:13][O:14][c:15]1[c:16]([S:23](=[O:24])(=[O:25])[Cl:26])[cH:17][c:18]([O:21][CH3:22])[cH:19][cH:20]1.[NH2:1][c:2]1[s:3][cH:4][c:5]([CH2:7][C:8](=[O:9])[O:10][CH2:11][CH3:12])[n:6]1>>[NH:1]([c:2]1[s:3][cH:4][c:5]([CH2:7][C:8](=[O:9])[O:10][CH2:11][CH3:12])[n:6]1)[S:23]([c:16]1[c:15]([O:14][CH3:13])[cH:20][cH:19][c:18]([O:21][CH3:22])[cH:17]1)(=[O:24])=[O:25]. Starting materials: O=C(O)c1cccc2c(=O)c3cccc(Br)c3[nH]c12, CO, O. Yields the product O=C(O)c1cccc2cc3cccc(Br)c3nc12. As a reaction SMILES: [Br:1][c:2]1[c:3]2[nH:4][c:5]3[c:6]([C:17](=[O:18])[OH:19])[cH:7][cH:8][cH:9][c:10]3[c:11](=[O:16])[c:12]2[cH:13][cH:14][cH:15]1.[CH3:20][OH:21].[OH2:22]>>[Br:1][c:2]1[c:3]2[n:4][c:5]3[c:6]([C:17](=[O:18])[OH:19])[cH:7][cH:8][cH:9][c:10]3[cH:11][c:12]2[cH:13][cH:14][cH:15]1. Reactants: O=[N+]([O-])c1cccc2cncc(Br)c12, CCO, [Cl-], Cl, [Na+], [OH-], O, O. Product: Nc1cccc2cncc(Br)c12. Reaction SMILES: [Br:1][c:2]1[cH:3][n:4][cH:5][c:6]2[cH:7][cH:8][cH:9][c:10]([N+:12]([O-:13])=[O:14])[c:11]12.[CH3:21][CH2:22][OH:23].[Cl-:17].[ClH:18].[Na+:20].[OH-:19].[OH2:15].[OH2:16]>>[Br:1][c:2]1[cH:3][n:4][cH:5][c:6]2[cH:7][cH:8][cH:9][c:10]([NH2:12])[c:11]12.